Task: describe an organic reaction: reactants, conditions, products, and yield. Dataset: the Open Reaction Database (ORD), a public repository of structured organic reaction records Procedure details: Analogously to Example 1, by using equivalent quantities, reacting N-(p-chlorobenzoyl)-2-(2,6-dimethylanilino)acetic acid and ethyl 4-(2,6-dimethylanilino)butyrate and suitable processing produces ethyl N-[N-(p-chlorobenzoyl)-2-(2,6-dimethylanilino)acetyl]-4-(2,6-dimethylanilino)butyrate (M.P. 150° to 151°), saponification of which and processing of the reaction product yields N-[N-(p-chlorobenzoyl)-2-(2,6-dimethylanilino)acetyl]-4-(2,6-dimethylanilino) butyric acid (M.P. 214° to 216°). Starting materials: ClC1=CC=C(C(=O)N(C2=C(C=CC=C2C)C)CC(=O)O)C=C1 (N-(p-chlorobenzoyl)-2-(2,6-dimethylanilino)acetic acid), CC1=C(NCCCC(=O)OCC)C(=CC=C1)C (ethyl 4-(2,6-dimethylanilino)butyrate). The product is ClC1=CC=C(C(=O)N(C2=C(C=CC=C2C)C)CC(=O)N(C2=C(C=CC=C2C)C)CCCC(=O)OCC)C=C1 (ethyl N-[N-(p-chlorobenzoyl)-2-(2,6-dimethylanilino)acetyl]-4-(2,6-dimethylanilino)butyrate). RXN SMILES: [Cl:1][C:2]1[CH:22]=[CH:21][C:5]([C:6]([N:8]([CH2:17][C:18]([OH:20])=O)[C:9]2[C:14]([CH3:15])=[CH:13][CH:12]=[CH:11][C:10]=2[CH3:16])=[O:7])=[CH:4][CH:3]=1.[CH3:23][C:24]1[CH:38]=[CH:37][CH:36]=[C:35]([CH3:39])[C:25]=1[NH:26][CH2:27][CH2:28][CH2:29][C:30]([O:32][CH2:33][CH3:34])=[O:31]>>[Cl:1][C:2]1[CH:22]=[CH:21][C:5]([C:6]([N:8]([CH2:17][C:18]([N:26]([CH2:27][CH2:28][CH2:29][C:30]([O:32][CH2:33][CH3:34])=[O:31])[C:25]2[C:35]([CH3:39])=[CH:36][CH:37]=[CH:38][C:24]=2[CH3:23])=[O:20])[C:9]2[C:14]([CH3:15])=[CH:13][CH:12]=[CH:11][C:10]=2[CH3:16])=[O:7])=[CH:4][CH:3]=1. The reactants are CC=1SC2=C(N1)C=CC=C2 (2-Methylbenzothiazole), [N+](=O)(O)[O-] (nitric acid). Solvent: S(O)(O)(=O)=O (sulfuric acid), S(O)(O)(=O)=O (sulfuric acid). Yields the product CC=1SC2=C(N1)C=CC(=C2)[N+](=O)[O-] (2-methyl-6-nitrobenzothiazole). RXN SMILES: [CH3:1][C:2]1[S:3][C:4]2[CH:10]=[CH:9][CH:8]=[CH:7][C:5]=2[N:6]=1.[N+:11]([O-])([OH:13])=[O:12]>S(=O)(=O)(O)O>[CH3:1][C:2]1[S:3][C:4]2[CH:10]=[C:9]([N+:11]([O-:13])=[O:12])[CH:8]=[CH:7][C:5]=2[N:6]=1. Reported procedure: 2-Methylbenzothiazole (22 g) in conc. sulfuric acid (80 ml) was cooled to −5° C. A mixture of conc. sulfuric acid (12 ml) in conc. nitric acid (20 ml) was added so as to maintain the temperature below 5° C. (ca. 1.5 hours). After this time the mixture was allowed to warm to room temperature and the solution poured onto ice to give a yellow precipitate. The solid was removed by filtration and recrystallised from ethanol. After filtration the solid was washed with ethanol and dried in a vacuum ove... Starting materials: Cl (hydrochloric acid), ClC1C(C(C\C=C/C)C(=C)OC)(C)O1 ((Z)-1-chloro-1,2-epoxy-2-methyl-3-(1-methoxy-ethenyl)-5-heptene). Run in O1CCCC1 (tetrahydrofuran). The product is ClC1C(C(C\C=C/C)C(C)=O)(C)O1 ((Z)-1-chloro-1,2-epoxy-2-methyl-3-acetyl-5-heptene). As a reaction SMILES: [Cl:1][CH:2]1[O:14][C:3]1([CH3:13])[CH:4]([C:9]([O:11]C)=[CH2:10])[CH2:5]/[CH:6]=[CH:7]\[CH3:8].Cl>O1CCCC1>[Cl:1][CH:2]1[O:14][C:3]1([CH3:13])[CH:4]([C:9](=[O:11])[CH3:10])[CH2:5]/[CH:6]=[CH:7]\[CH3:8]. Procedure details: A solution of 6.75 g. (31.5 mmol.) of crude (Z)-1-chloro-1,2-epoxy-2-methyl-3-(1-methoxy-ethenyl)-5-heptene in 350 ml. of 2:1 tetrahydrofuran: 10% by weight aqueous hydrochloric acid was stirred at room temperature for 30 minutes, concentrated, extracted with diethyl ether, the ethereal extracts washed with water and saturated aqueous sodium chloride, dried (Na2SO4) and concentrated to afford (Z)-1-chloro-1,2-epoxy-2-methyl-3-acetyl-5-heptene as a yellow oil. Product: O=C(O)C(O)=CC(=O)c1cn(Cc2ccccc2F)c(=O)n(Cc2ccccc2F)c1=O. As a reaction SMILES: [CH2:1]([n:2]1[cH:3][c:4]([C:5](=[O:6])[CH:7]=[C:8]([OH:9])[C:10]([O:11][CH3:12])=[O:13])[c:14](=[O:15])[n:16]([CH2:17][c:18]2[cH:19][cH:20][cH:21][cH:22][cH:23]2)[c:24]1=[O:25])[c:26]1[cH:27][cH:28][cH:29][cH:30][cH:31]1.[CH3:65][CH2:66][CH2:67][CH2:68][CH2:69][CH3:70].[CH3:71][CH2:72][O:73][C:74](=[O:75])[CH3:76].[F:32][c:33]1[c:34]([CH2:35][n:36]2[c:37](=[O:60])[n:38]([CH2:52][c:53]3[c:54]([F:59])[cH:55][cH:56][cH:57][cH:58]3)[c:39](=[O:51])[c:40]([C:42]([CH:43]=[C:44]([C:45](=[O:46])[O:47][CH3:48])[OH:49])=[O:50])[cH:41]2)[cH:61][cH:62][cH:63][cH:64]1>>[F:32][c:33]1[c:34]([CH2:35][n:36]2[c:37](=[O:60])[n:38]([CH2:52][c:53]3[c:54]([F:59])[cH:55][cH:56][cH:57][cH:58]3)[c:39](=[O:51])[c:40]([C:42]([CH:43]=[C:44]([C:45](=[O:46])[OH:47])[OH:49])=[O:50])[cH:41]2)[cH:61][cH:62][cH:63][cH:64]1. The reactants are COC(=O)C(O)=CC(=O)c1cn(Cc2ccccc2)c(=O)n(Cc2ccccc2)c1=O, CCCCCC, CCOC(C)=O, COC(=O)C(O)=CC(=O)c1cn(Cc2ccccc2F)c(=O)n(Cc2ccccc2F)c1=O.